Dataset: the Open Reaction Database (ORD), a public repository of structured organic reaction records. Task: describe an organic reaction: reactants, conditions, products, and yield The reactants are ClC=1C=C2C(C(NC2=CC1)=O)(CC(N1CCC(CC1)C1=CC=NC=C1)=O)C1=C(C=CC=C1)OC (5-chloro-3-(2-methoxyphenyl)-3-[2-oxo-2-(4-pyridin-4-yl piperidin-1-yl)ethyl]-1,3-dihydro-2H-indol-2-one), COC1=CC(=C(C=C1)S(=O)(=O)Cl)OC(F)(F)F (4-methoxy-2-(trifluoromethoxy)benzene sulfonyl chloride). The product is ClC=1C=C2C(C(N(C2=CC1)S(=O)(=O)C1=C(C=C(C=C1)OC)OC(F)(F)F)=O)(CC(N1CCC(CC1)C1=CC=NC=C1)=O)C1=C(C=CC=C1)OC (5-chloro-3-(2-methoxyphenyl)-1-{[4-methoxy-2-(trifluoromethoxy)phenyl]sulfonyl}-3-[2-oxo-2-(4-pyridin-4-yl piperidin-1-yl)ethyl]-1,3-dihydro-2H-indol-2-one). The yield is 33.7%. RXN SMILES: [Cl:1][C:2]1[CH:3]=[C:4]2[C:8](=[CH:9][CH:10]=1)[NH:7][C:6](=[O:11])[C:5]2([C:27]1[CH:32]=[CH:31][CH:30]=[CH:29][C:28]=1[O:33][CH3:34])[CH2:12][C:13](=[O:26])[N:14]1[CH2:19][CH2:18][CH:17]([C:20]2[CH:25]=[CH:24][N:23]=[CH:22][CH:21]=2)[CH2:16][CH2:15]1.[CH3:35][O:36][C:37]1[CH:42]=[CH:41][C:40]([S:43](Cl)(=[O:45])=[O:44])=[C:39]([O:47][C:48]([F:51])([F:50])[F:49])[CH:38]=1>>[Cl:1][C:2]1[CH:3]=[C:4]2[C:8](=[CH:9][CH:10]=1)[N:7]([S:43]([C:40]1[CH:41]=[CH:42][C:37]([O:36][CH3:35])=[CH:38][C:39]=1[O:47][C:48]([F:49])([F:50])[F:51])(=[O:45])=[O:44])[C:6](=[O:11])[C:5]2([C:27]1[CH:32]=[CH:31][CH:30]=[CH:29][C:28]=1[O:33][CH3:34])[CH2:12][C:13](=[O:26])[N:14]1[CH2:15][CH2:16][CH:17]([C:20]2[CH:21]=[CH:22][N:23]=[CH:24][CH:25]=2)[CH2:18][CH2:19]1. Procedure details: With 290 mg of the compound obtained in Step 51-2 and, 202 mg of 4-methoxy-2-(trifluoromethoxy)benzene sulfonyl chloride as starting materials, 150 mg of the title compound (colorless amorphous) was obtained by a similar method to Example 2. Reactants: C (charcoal), COC(C(=CC1=CNC2=CC(=CC=C12)Cl)NC(C)=O)=O (alpha-acetamido-6-chloro-3-indoleacrylic acid methylester), [OH-].[Na+] (sodium hydroxide), Cl (hydrochloric acid). The solvent is O (water), CO (methylalcohol). Conditions: time 10 minute. The product is C(C)(=O)NC(C(=O)O)=CC1=CNC2=CC(=CC=C12)Cl (Alpha-acetamido-6-chloro-3-indoleacrylic acid). Yield: 91.0%. RXN SMILES: C[O:2][C:3](=[O:20])[C:4]([NH:16][C:17](=[O:19])[CH3:18])=[CH:5][C:6]1[C:14]2[C:9](=[CH:10][C:11]([Cl:15])=[CH:12][CH:13]=2)[NH:8][CH:7]=1.[OH-].[Na+].Cl.C>O.CO>[C:17]([NH:16][C:4](=[CH:5][C:6]1[C:14]2[C:9](=[CH:10][C:11]([Cl:15])=[CH:12][CH:13]=2)[NH:8][CH:7]=1)[C:3]([OH:20])=[O:2])(=[O:19])[CH3:18] |f:1.2|. Procedure details: A 2-1. three-necked flask, equipped with thermometer mechanical stirrer and reflux condenser was charged with 90.4 g (0.31 moles) of alpha-acetamido-6-chloro-3-indoleacrylic acid methylester, 200 ml (0.40 moles) of 2 N aqueous sodium hydroxide and 400 ml of methylalcohol. The mixture was stirred and heated at an internal temperature of 55°-58° for 90 minutes. 800 ml of distilled water was added and the brown slightly turbid solution filtered through a Buchner funnel. The clear filtrate was acidi... Reactants: ClCCl, CS(=O)(=O)O, N#CC1(NC(=O)c2cnn3c(-c4ccc(Cl)cc4)c(-c4ccccc4Cl)cnc23)CCCCC1, [Na+], O, O=C([O-])O. Product: NC(=O)C1(NC(=O)c2cnn3c(-c4ccc(Cl)cc4)c(-c4ccccc4Cl)cnc23)CCCCC1. As a reaction SMILES: [CH2:46]([Cl:47])[Cl:48].[CH3:35][S:36]([OH:37])(=[O:38])=[O:39].[Cl:1][c:2]1[c:3](-[c:8]2[cH:9][n:10][c:11]3[n:12]([c:13]2-[c:14]2[cH:15][cH:16][c:17]([Cl:20])[cH:18][cH:19]2)[n:21][cH:22][c:23]3[C:24]([NH:25][C:26]2([C:32]#[N:33])[CH2:27][CH2:28][CH2:29][CH2:30][CH2:31]2)=[O:34])[cH:4][cH:5][cH:6][cH:7]1.[Na+:41].[OH2:40].[OH:42][C:43](=[O:44])[O-:45]>>[Cl:1][c:2]1[c:3](-[c:8]2[cH:9][n:10][c:11]3[n:12]([c:13]2-[c:14]2[cH:15][cH:16][c:17]([Cl:20])[cH:18][cH:19]2)[n:21][cH:22][c:23]3[C:24]([NH:25][C:26]2([C:32]([NH2:33])=[O:37])[CH2:27][CH2:28][CH2:29][CH2:30][CH2:31]2)=[O:34])[cH:4][cH:5][cH:6][cH:7]1. Reactants: C(C1=CC=CC=C1)N(CC(C(=O)OCC)(F)F)CC1=CC=CC=C1 (ethyl 3-(dibenzylamino)-2,2-difluoropropanoate), C(=O)(C(F)(F)F)O (TFA). Run in CCO (EtOH). Run at time 8 hour. The product is NCC(C(=O)OCC)(F)F (ethyl 3-amino-2,2-difluoropropanoate). Isolated yield 94.0%. RXN SMILES: C([N:8](CC1C=CC=CC=1)[CH2:9][C:10]([F:17])([F:16])[C:11]([O:13][CH2:14][CH3:15])=[O:12])C1C=CC=CC=1.C(O)(C(F)(F)F)=O>CCO>[NH2:8][CH2:9][C:10]([F:17])([F:16])[C:11]([O:13][CH2:14][CH3:15])=[O:12]. Procedure details: In a round bottom flask, ethyl 3-(dibenzylamino)-2,2-difluoropropanoate (1.72 g, 5.2 mmol) was solubilized in EtOH (25 mL) and TFA added (0.4 mL, 5.5 mmol). Under an atmosphere of nitrogen Pd(OH)2/C (170 mg of 20% Pd by wt. wet) was added. The reaction mixture was repeatedly purged with nitrogen and then left under hydrogen overnight. At this point the reaction was deemed complete by LCMS, filtered through a pad of Celite, the pad washed with EtOH and the filtrate concentrated without heating to... Reactants: O=C1CCC(N1)CC(C(=O)OC)O (5-oxo-alpha-hydroxy-2-pyrrolidinepropanoic acid, methyl ester). The solvent is O (water). Yields the product O=C1CCC(N1)CC(C(=O)O)O (5-oxo-alpha-hydroxy-2-pyrrolidinepropanoic acid). Reaction SMILES: [O:1]=[C:2]1[NH:6][CH:5]([CH2:7][CH:8]([OH:13])[C:9]([O:11]C)=[O:10])[CH2:4][CH2:3]1>O>[O:1]=[C:2]1[NH:6][CH:5]([CH2:7][CH:8]([OH:13])[C:9]([OH:11])=[O:10])[CH2:4][CH2:3]1. Reported procedure: 5-oxo-alpha-hydroxy-2-pyrrolidinepropanoic acid, methyl ester (1.87 g), and Amberlite (IR--120 H+) (1.9 g) in 20 ml of water is warned at 60° C. for 36 hours, filtered, and the solvent removed under reduced pressure. The resulting solid is washed with ethyl acetate and filtered to yield 5-oxo-alpha-hydroxy-2-pyrrolidinepropanoic acid. NMR (DMSOD6) and 7.89 (d, J=11 Hz, 1HO, 5.35 (bs, 1H), 3.99 (m, 1HO, 3.44 (m, 1/2H), 3.30 (m, 1/2H), 2.48-1.21 (m, 6H). IR (cm-1) 3370, 3280, 2940, 1694, 1355, 121... Reactants: O=C1C2=C(SCCC1CC(=O)O)SC=C2 (4-oxo-4,5,6,7-tetrahydrothieno-[2,3-b]thiepin-5-acetic acid), ClC1=CC=C(C=C1)NN (4-chlorophenylhydrazine). Run in C(C)O (ethanol). Conditions: time 1.5 hour. The product is ClC1=CC=C(C=C1)N1N=C2C(CC1=O)CCSC1=C2C=CS1 (2-(4-chlorophenyl)-4,4a,5,6-tetrahydrothieno[2',3':2,3]thiepino[4,5-c]pyridazin-3(2H)-one). Isolated yield 31.9%. Reaction SMILES: O=[C:2]1[CH:8]([CH2:9][C:10]([OH:12])=O)[CH2:7][CH2:6][S:5][C:4]2[S:13][CH:14]=[CH:15][C:3]1=2.[Cl:16][C:17]1[CH:22]=[CH:21][C:20]([NH:23][NH2:24])=[CH:19][CH:18]=1>C(O)C>[Cl:16][C:17]1[CH:22]=[CH:21][C:20]([N:23]2[C:10](=[O:12])[CH2:9][CH:8]3[CH2:7][CH2:6][S:5][C:4]4[S:13][CH:14]=[CH:15][C:3]=4[C:2]3=[N:24]2)=[CH:19][CH:18]=1. Procedure details: A solution of 3.7 g of 4-oxo-4,5,6,7-tetrahydrothieno-[2,3-b]thiepin-5-acetic acid and 2.6 g of 4-chlorophenylhydrazine in 50 ml of ethanol is refluxed under heating for 6.5 hours. Then, the reaction mixture is concentrated under reduced pressure. The resulting residue is dissolved in 40 ml of acetic acid and the solution is refluxed under heating fo 1.5 hours. After cooling, the reaction mixture is concentrated under reduced pressure, the residue is subjected to column chromatography on silica ... Reactants: C(C)OC(=O)C1=C(C2=C(C=N1)N=C(S2)N(C2=CC=CC=C2)C)O (7-hydroxy-2-(methyl-phenyl-amino)-thiazolo[4,5-c]pyridine-6-carboxylic acid ethyl ester), NCC(=O)O (glycine). Solvent: C[O-].[Na+].CO (sodium methoxide methanol). Yields the product OC=1C2=C(C=NC1C(=O)NCC(=O)O)N=C(S2)N(C2=CC=CC=C2)C ({[7-Hydroxy-2-(methyl-phenyl-amino)-thiazolo[4,5-c]pyridine-6-carbonyl]-amino}-acetic acid). Yield: 82.6%. RXN SMILES: C(O[C:4]([C:6]1[N:11]=[CH:10][C:9]2[N:12]=[C:13]([N:15]([CH3:22])[C:16]3[CH:21]=[CH:20][CH:19]=[CH:18][CH:17]=3)[S:14][C:8]=2[C:7]=1[OH:23])=[O:5])C.[NH2:24][CH2:25][C:26]([OH:28])=[O:27]>C[O-].[Na+].CO>[OH:23][C:7]1[C:8]2[S:14][C:13]([N:15]([CH3:22])[C:16]3[CH:17]=[CH:18][CH:19]=[CH:20][CH:21]=3)=[N:12][C:9]=2[CH:10]=[N:11][C:6]=1[C:4]([NH:24][CH2:25][C:26]([OH:28])=[O:27])=[O:5] |f:2.3.4|. Procedure: A mixture of 7-hydroxy-2-(methyl-phenyl-amino)-thiazolo[4,5-c]pyridine-6-carboxylic acid ethyl ester (87 mg, 0.26 mmol) and glycine (399 mg, 5.31 mmol) in 0.5 M sodium methoxide/methanol (10.1 mL) was refluxed for three days before it was cooled to room temperature and concentrated in vacuo. It was dissolved in water (20 mL) and extracted twice with dichloromethane. The remaining aqueous layer was acidified to pH=3 with 1N HCl (6.5 mL). The precipitate was filtered, washed with water and dried u...